Dataset: the Open Reaction Database (ORD), a public repository of structured organic reaction records. Task: describe an organic reaction: reactants, conditions, products, and yield The reactants are C#CCn1c(-c2ccccc2)nc(C(=O)O)c(C)c1=O, C1CCOC1, CNC, C(=NC1CCCCC1)=NC1CCCCC1, Cl, c1ccncc1. The product is C#CCn1c(-c2ccccc2)nc(C(=O)N(C)C)c(C)c1=O. RXN SMILES: [C:1](=[O:2])([OH:3])[c:4]1[c:5]([CH3:20])[c:6](=[O:19])[n:7]([CH2:16][C:17]#[CH:18])[c:8](-[c:10]2[cH:11][cH:12][cH:13][cH:14][cH:15]2)[n:9]1.[CH2:46]1[O:47][CH2:48][CH2:49][CH2:50]1.[CH3:22][NH:23][CH3:24].[CH:31]1([N:32]=[C:33]=[N:34][CH:35]2[CH2:36][CH2:37][CH2:38][CH2:39][CH2:40]2)[CH2:41][CH2:42][CH2:43][CH2:44][CH2:45]1.[ClH:21].[cH:25]1[cH:26][cH:27][n:28][cH:29][cH:30]1>>[C:1](=[O:3])([c:4]1[c:5]([CH3:20])[c:6](=[O:19])[n:7]([CH2:16][C:17]#[CH:18])[c:8](-[c:10]2[cH:11][cH:12][cH:13][cH:14][cH:15]2)[n:9]1)[N:23]([CH3:22])[CH3:24]. The reactants are NC=1C=C(C(=O)OC)C=CC1CCC (methyl 3-amino-4-propylbenzoate), N(=O)[O-].[Na+] (sodium nitrite). Solvent: C(C)(=O)O (acetic acid), O (water). Reaction conditions: time 20 minute. Product: C(C)C1=NNC2=CC(=CC=C12)C(=O)OC (3-Ethyl-6-(methoxycarbonyl)-1H-indazole). Isolated yield 45.5%. Reaction SMILES: [NH2:1][C:2]1[CH:3]=[C:4]([CH:9]=[CH:10][C:11]=1[CH2:12][CH2:13][CH3:14])[C:5]([O:7][CH3:8])=[O:6].[N:15]([O-])=O.[Na+]>C(O)(=O)C.O>[CH2:13]([C:12]1[C:11]2[C:2](=[CH:3][C:4]([C:5]([O:7][CH3:8])=[O:6])=[CH:9][CH:10]=2)[NH:1][N:15]=1)[CH3:14] |f:1.2|. Reported procedure: To a solution of methyl 3-amino-4-propylbenzoate (5.07 g) in acetic acid (150 ml) was dropwise added a solution of sodium nitrite (2.07 g) in water (5 ml) for 5 min. After stirring for 20 min, the reaction mixture was concentrated, and then toluene and a saturated aqueous sodium hydrogencarbonate solution were added to the residue. The separated toluene layer was dried over sodium sulfate and concentrated. The residue was allowed to stand and partially solidified. The solid was washed with hexan...